This data is from the Open Reaction Database (ORD), a public repository of structured organic reaction records. The task is: describe an organic reaction: reactants, conditions, products, and yield Reactants: CC(CCCS(=O)(=O)C1=CC=CC=C1)C ((4-methyl-pentane-1-sulfonyl)-benzene), C(CCC)[Li] (n-butyl lithium), C(C1=CC=CC=C1)OC(NC(CC1=CC=CC=C1)C1OC1)=O ((1-oxiranyl-2-phenyl-ethyl)-carbamic acid benzyl ester). Run in O1CCCC1 (tetrahydrofuran), C1CCOC1 (THF). Run at time 30 minute. Product: C(C1=CC=CC=C1)OC(NC(C(CC(CCC(C)C)S(=O)(=O)C1=CC=CC=C1)O)CC1=CC=CC=C1)=O ((4-Benzenesulfonyl-1-benzyl-2-hydroxy-7-methyl-octvl)-carbamic acid benzyl ester). As a reaction SMILES: [CH3:1][CH:2]([CH3:15])[CH2:3][CH2:4][CH2:5][S:6]([C:9]1[CH:14]=[CH:13][CH:12]=[CH:11][CH:10]=1)(=[O:8])=[O:7].C([Li])CCC.[CH2:21]([O:28][C:29](=[O:42])[NH:30][CH:31]([CH:39]1[CH2:41][O:40]1)[CH2:32][C:33]1[CH:38]=[CH:37][CH:36]=[CH:35][CH:34]=1)[C:22]1[CH:27]=[CH:26][CH:25]=[CH:24][CH:23]=1>O1CCCC1>[CH2:21]([O:28][C:29](=[O:42])[NH:30][CH:31]([CH2:32][C:33]1[CH:38]=[CH:37][CH:36]=[CH:35][CH:34]=1)[CH:39]([OH:40])[CH2:41][CH:5]([S:6]([C:9]1[CH:10]=[CH:11][CH:12]=[CH:13][CH:14]=1)(=[O:7])=[O:8])[CH2:4][CH2:3][CH:2]([CH3:15])[CH3:1])[C:22]1[CH:23]=[CH:24][CH:25]=[CH:26][CH:27]=1. Procedure details: To a solution of 3.0 equivalents of (4-methyl-pentane-1-sulfonyl)-benzene (previously prepared by Gaoni, J. Org. Chem. 1982, 47, 2564) in tetrahydrofuran cooled to −78° C. is added 3.0 equivalents of n-butyl lithium and stirred for 30 min. One equivalent of (1-oxiranyl-2-phenyl-ethyl)-carbamic acid benzyl ester (previously prepared by Kaldor, et al. J. Med. Chem., 1997, p. 3979) in THF is then added dropwise and the reaction stirred for 1.5 h. The reaction is then quenched with saturated aqueous...